Dataset: the Open Reaction Database (ORD), a public repository of structured organic reaction records. Task: describe an organic reaction: reactants, conditions, products, and yield Product: O=C1C(CCCO)OC(c2ccccc2)c2ccccc2N1Cc1ccccc1. The reactants are [BH4-], O=C(O)CCC1OC(c2ccccc2)c2ccccc2N(Cc2ccccc2)C1=O, CCOC(C)=O, CCO, [Cl-], Cl, [Li+], [Na+], C1CCOC1. As a reaction SMILES: [BH4-:31].[CH2:1]([c:2]1[cH:3][cH:4][cH:5][cH:6][cH:7]1)[N:8]1[C:9](=[O:30])[CH:10]([CH2:25][CH2:26][C:27](=[O:28])[OH:29])[O:11][CH:12]([c:19]2[cH:20][cH:21][cH:22][cH:23][cH:24]2)[c:13]2[c:14]1[cH:15][cH:16][cH:17][cH:18]2.[CH3:41][CH2:42][O:43][C:44](=[O:45])[CH3:46].[CH3:47][CH2:48][OH:49].[Cl-:34].[ClH:35].[Li+:33].[Na+:32].[O:36]1[CH2:37][CH2:38][CH2:39][CH2:40]1>>[CH2:1]([c:2]1[cH:3][cH:4][cH:5][cH:6][cH:7]1)[N:8]1[C:9](=[O:30])[CH:10]([CH2:25][CH2:26][CH2:27][OH:28])[O:11][CH:12]([c:19]2[cH:20][cH:21][cH:22][cH:23][cH:24]2)[c:13]2[c:14]1[cH:15][cH:16][cH:17][cH:18]2. Procedure: A solution of solid sodium metal (450 mg, 19.75 mmol) in EtOH at 30° C. was treated with ethyl acetoacetate (103 g, 790 mmol) maintaining temperature. Then acrylonitrile (41.9 g, 790 mmol) was added dropwise over 15 minutes. The reaction was capped and stirred for 4 hours. The solution was concentrated and the resulting solid was dissolved in 20 mL of water and 3 mL of acetic acid, and washed with 50 mL of DCM. The organic layer was dried over Na2SO4 and concentrated to an oil. Distillation was ... Reaction conditions: time 4 hour. Run in CCO (EtOH). Product: C(#N)CCC(C(=O)OCC)C(C)=O (Ethyl 2-(2-cyanoethyl)-3-oxobutanoate). RXN SMILES: [Na].[C:2]([O:8][CH2:9][CH3:10])(=[O:7])[CH2:3][C:4]([CH3:6])=[O:5].[C:11](#[N:14])[CH:12]=[CH2:13]>CCO>[C:11]([CH2:12][CH2:13][CH:3]([C:4](=[O:5])[CH3:6])[C:2]([O:8][CH2:9][CH3:10])=[O:7])#[N:14] |^1:0|. Starting materials: [Na] (sodium), C(CC(=O)C)(=O)OCC (ethyl acetoacetate), C(C=C)#N (acrylonitrile).